From a dataset of the Open Reaction Database (ORD), a public repository of structured organic reaction records. describe an organic reaction: reactants, conditions, products, and yield Reactants: C(O)([O-])=O.[Na+] (sodium hydrogen carbonate), C(O)([O-])=O.[Na+] (sodium hydrogen carbonate), C(C)(C)(C)OC(N(C)[C@H](CC=1C2=C(SC1)C=CC=C2)C(N([C@H](CC2=CC=CC=C2)C(NC)=O)C)=O)=O (((1R)-2-(Benzo[b]thiophen-3-yl)-1-(methyl-((1R)-1-methylcarbamoyl-2-phenyl-ethyl)carbamoyl)ethyl)-methylcarbamic acid tert-butylester), FC(C(=O)O)(F)F (trifluoroacetic acid), O (Water). The solvent is C(Cl)Cl (Methylene chloride), C(Cl)Cl (methylene chloride). Run at time 45 minute. Yields the product S1C2=C(C(=C1)C[C@H](C(=O)N([C@H](CC1=CC=CC=C1)C(NC)=O)C)NC)C=CC=C2 ((2R)-3-(Benzo[b]thiophen-3-yl)-N-methyl-2-methylamino-N-((1R)-1-methylcarbamoyl-2-phenylethyl)propionamide). The yield is 94.8%. RXN SMILES: C(O[C:6](=O)[N:7]([C@@H:9]([C:20](=[O:35])[N:21]([CH3:34])[C@@H:22]([C:30](=[O:33])[NH:31][CH3:32])[CH2:23][C:24]1[CH:29]=[CH:28][CH:27]=[CH:26][CH:25]=1)[CH2:10][C:11]1[C:12]2[CH:19]=[CH:18][CH:17]=[CH:16][C:13]=2[S:14][CH:15]=1)C)(C)(C)C.FC(F)(F)C(O)=O.O.C(=O)([O-])O.[Na+]>C(Cl)Cl>[S:14]1[CH:15]=[C:11]([CH2:10][C@@H:9]([NH:7][CH3:6])[C:20]([N:21]([CH3:34])[C@@H:22]([C:30](=[O:33])[NH:31][CH3:32])[CH2:23][C:24]2[CH:29]=[CH:28][CH:27]=[CH:26][CH:25]=2)=[O:35])[C:12]2[CH:19]=[CH:18][CH:17]=[CH:16][C:13]1=2 |f:3.4|. Procedure details: ((1R)-2-(Benzo[b]thiophen-3-yl)-1-(methyl-((1R)-1-methylcarbamoyl-2-phenyl-ethyl)carbamoyl)ethyl)-methylcarbamic acid tert-butylester (0.89 g; 1.70 mmol) was dissolved in methylene chloride (3 mL) and trifluoroacetic acid (2 mL) was added. The reaction mixture was stirred for 45 min at room temperature. Water (5 mL) was added. Methylene chloride (5 mL), an aqueous solution of sodium hydrogen carbonate (saturated) and sodium hydrogen carbonate (solid) was added until pH 8. The aqueous phase was e... Starting materials: O=C([O-])[O-], CCOC(C)=O, ClCc1ccccc1, Cl, [Cs+], [Cs+], NCCS, CN(C)C=O. Yields the product NCCSCc1ccccc1. Reaction SMILES: [C:14](=[O:15])([O-:16])[O-:17].[CH3:25][CH2:26][O:27][C:28](=[O:29])[CH3:30].[Cl:6][CH2:7][c:8]1[cH:9][cH:10][cH:11][cH:12][cH:13]1.[ClH:1].[Cs+:18].[Cs+:19].[NH2:2][CH2:3][CH2:4][SH:5].[O:20]=[CH:21][N:22]([CH3:23])[CH3:24]>>[NH2:2][CH2:3][CH2:4][S:5][CH2:7][c:8]1[cH:9][cH:10][cH:11][cH:12][cH:13]1. Starting materials: ClCCl, O=C=Nc1cccc([N+](=O)[O-])c1, COc1cc(N)ccc1-c1cnco1. Product: COc1cc(NC(=O)Nc2cccc([N+](=O)[O-])c2)ccc1-c1cnco1. RXN SMILES: [CH2:27]([Cl:28])[Cl:29].[N+:15](=[O:16])([O-:17])[c:18]1[cH:19][c:20]([N:24]=[C:25]=[O:26])[cH:21][cH:22][cH:23]1.[NH2:1][c:2]1[cH:3][c:4]([O:13][CH3:14])[c:5](-[c:8]2[cH:9][n:10][cH:11][o:12]2)[cH:6][cH:7]1>>[NH:1]([c:2]1[cH:3][c:4]([O:13][CH3:14])[c:5](-[c:8]2[cH:9][n:10][cH:11][o:12]2)[cH:6][cH:7]1)[C:25]([NH:24][c:20]1[cH:19][c:18]([N+:15](=[O:16])[O-:17])[cH:23][cH:22][cH:21]1)=[O:26]. Reactants: C1CCNC1, CC(=O)O, Cc1ccccc1, COc1ccc(C=O)cc1CNC(=O)c1ccc(C(F)(F)F)cc1, O=C1CSC(=O)N1. The product is COc1ccc(C=C2SC(=O)NC2=O)cc1CNC(=O)c1ccc(C(F)(F)F)cc1. RXN SMILES: [CH2:32]1[CH2:33][NH:34][CH2:35][CH2:36]1.[CH3:37][C:38](=[O:39])[OH:40].[CH3:41][c:42]1[cH:43][cH:44][cH:45][cH:46][cH:47]1.[CH:1](=[O:2])[c:3]1[cH:4][cH:5][c:6]([O:23][CH3:24])[c:7]([CH2:8][NH:9][C:10]([c:11]2[cH:12][cH:13][c:14]([C:17]([F:18])([F:19])[F:20])[cH:15][cH:16]2)=[O:21])[cH:22]1.[S:25]1[C:26](=[O:31])[NH:27][C:28](=[O:30])[CH2:29]1>>[CH:1]([c:3]1[cH:4][cH:5][c:6]([O:23][CH3:24])[c:7]([CH2:8][NH:9][C:10]([c:11]2[cH:12][cH:13][c:14]([C:17]([F:18])([F:19])[F:20])[cH:15][cH:16]2)=[O:21])[cH:22]1)=[C:29]1[S:25][C:26](=[O:31])[NH:27][C:28]1=[O:30]. The reactants are C1CCOC1, C1CCOC1, CC(C)(C)[O-], CC(=O)O, O=S(=O)(CCl)c1ccccc1, [K+], O=[N+]([O-])c1ccccc1, O. The product is O=[N+]([O-])c1ccccc1CS(=O)(=O)c1ccccc1. Reaction SMILES: [CH2:27]1[O:28][CH2:29][CH2:30][CH2:31]1.[CH2:36]1[O:37][CH2:38][CH2:39][CH2:40]1.[CH3:21][C:22]([CH3:23])([O-:24])[CH3:25].[CH3:32][C:33](=[O:34])[OH:35].[Cl:10][CH2:11][S:12](=[O:13])(=[O:14])[c:15]1[cH:16][cH:17][cH:18][cH:19][cH:20]1.[K+:26].[O-:1][N+:2](=[O:3])[c:4]1[cH:5][cH:6][cH:7][cH:8][cH:9]1.[OH2:41]>>[O-:1][N+:2](=[O:3])[c:4]1[c:5]([CH2:11][S:12](=[O:13])(=[O:14])[c:15]2[cH:16][cH:17][cH:18][cH:19][cH:20]2)[cH:6][cH:7][cH:8][cH:9]1. Starting materials: CN1CC2=C(N(C=3C=CC(=CC23)C)CCC(=O)OCC)CC1 (ethyl 3-(1,2,3,4-tetrahydro-2,8-dimethylpyrido[4,3-b]indol-5-yl)propanoate), [OH-].[Na+] (NaOH), Cl (HCl). Run in C(C)O (ethanol). Conditions: temperature 50 celsius, time 3 hour. Product: CN1CC2=C(N(C=3C=CC(=CC23)C)CCC(=O)O)CC1 (3-(1,2,3,4-tetrahydro-2,8-dimethylpyrido[4,3-b]indol-5-yl)propanoic acid). Reaction SMILES: [CH3:1][N:2]1[CH2:22][CH2:21][C:5]2[N:6]([CH2:14][CH2:15][C:16]([O:18]CC)=[O:17])[C:7]3[CH:8]=[CH:9][C:10]([CH3:13])=[CH:11][C:12]=3[C:4]=2[CH2:3]1.[OH-].[Na+].Cl>C(O)C>[CH3:1][N:2]1[CH2:22][CH2:21][C:5]2[N:6]([CH2:14][CH2:15][C:16]([OH:18])=[O:17])[C:7]3[CH:8]=[CH:9][C:10]([CH3:13])=[CH:11][C:12]=3[C:4]=2[CH2:3]1 |f:1.2|. Procedure details: A mixture of ethyl 3-(1,2,3,4-tetrahydro-2,8-dimethylpyrido[4,3-b]indol-5-yl)propanoate (See Example 54A) (1.5 g) and NaOH (3N, 30 ml) in ethanol (30 ml) was stirred at 50° C. for 3 h after which it was cooled to room temperature and neutralized with concentrated HCl. The solvent was removed under reduced pressure to obtain crude 3-(1,2,3,4-tetrahydro-2,8-dimethylpyrido[4,3-b]indol-5-yl)propanoic acid. Reaction SMILES: [BH4-:29].[C:1]([CH3:2])([CH3:3])([CH3:4])[O:5][C:6](=[O:7])[N:8]1[CH:9]2[CH2:10][CH2:11][CH:12]([NH:17][C:18](=[O:19])[O:20][CH2:21][c:22]3[cH:23][cH:24][cH:25][cH:26][cH:27]3)[CH:13]([C:14]1=[O:15])[CH2:16]2.[C:31](=[O:32])([OH:33])[O-:34].[Na+:30].[Na+:35].[O:36]1[CH2:37][CH2:38][CH2:39][CH2:40]1.[OH2:28]>>[C:1]([CH3:2])([CH3:3])([CH3:4])[O:5][C:6](=[O:7])[NH:8][CH:9]1[CH2:10][CH2:11][CH:12]([NH:17][C:18](=[O:19])[O:20][CH2:21][c:22]2[cH:23][cH:24][cH:25][cH:26][cH:27]2)[CH:13]([CH2:14][OH:15])[CH2:16]1. The reactants are [BH4-], CC(C)(C)OC(=O)N1C(=O)C2CC1CCC2NC(=O)OCc1ccccc1, O=C([O-])O, [Na+], [Na+], C1CCOC1, O. The product is CC(C)(C)OC(=O)NC1CCC(NC(=O)OCc2ccccc2)C(CO)C1. Starting materials: C(C1=CC=CC=C1)(=O)N1CC2=CC=CC=C2CC1C(=O)O (2-benzoyl-1,2,3,4-tetrahydro-3-isoquinoline carboxylic acid), C1(C=CC(C2=CC=CC=C12)=O)=O (1,4-naphthalenedione). Run in C(C)(=O)OC(C)=O (acetic anhydride). Reaction conditions: temperature 100 celsius, time 20 minute. Product: C1(=CC=CC=C1)C1=C2C(C3=C(C(C2=C2N1CC1=CC=CC=C1C2)=O)C=CC=C3)=O (5,14-Dihydro-7-phenylbenz[5,6]isoindolo[2,1-b]isoquinoline-8,13-dione). Yield: 62.9%. As a reaction SMILES: [C:1]([N:9]1[CH:18](C(O)=O)[CH2:17][C:16]2[C:11](=[CH:12][CH:13]=[CH:14][CH:15]=2)[CH2:10]1)(=O)[C:2]1[CH:7]=[CH:6][CH:5]=[CH:4][CH:3]=1.[C:22]1(=[O:33])[C:31]2[C:26](=[CH:27][CH:28]=[CH:29][CH:30]=2)[C:25](=[O:32])[CH:24]=[CH:23]1>C(OC(=O)C)(=O)C>[C:2]1([C:1]2[N:9]3[CH2:10][C:11]4[C:16]([CH2:17][C:18]3=[C:23]3[C:24]=2[C:25](=[O:32])[C:26]2[CH:27]=[CH:28][CH:29]=[CH:30][C:31]=2[C:22]3=[O:33])=[CH:15][CH:14]=[CH:13][CH:12]=4)[CH:7]=[CH:6][CH:5]=[CH:4][CH:3]=1. Procedure: A mixture of 2-benzoyl-1,2,3,4-tetrahydro-3-isoquinoline carboxylic acid (6.0 g) and 1,4-naphthalenedione (6.75 g) in acetic anhydride (240 ml) was stirred at about 100° C. for 20 minutes. The reaction mixture was allowed to stand at room temperature for 48 hours, and the green solid (7.16 g) was collected by filtration. The crude product was recrystallised from chloroform-petroleum ether (b.b. 40°-60° C.) to give the title compound (5.04 g) m.p. 267° C. (decomp), λmax (in ethanol) 246.5 nm (ε45...